Dataset: the Open Reaction Database (ORD), a public repository of structured organic reaction records. Task: describe an organic reaction: reactants, conditions, products, and yield Reactants: C1CCNCC1, COc1ccc(-c2cccc3c2CC(=O)N3)cc1, CCO, Cc1[nH]c(C=O)c(C)c1C(=O)NCCn1ccnn1. Yields the product COc1ccc(-c2cccc3c2C(=Cc2[nH]c(C)c(C(=O)NCCn4ccnn4)c2C)C(=O)N3)cc1. Reaction SMILES: [CH2:38]1[CH2:39][CH2:40][NH:41][CH2:42][CH2:43]1.[CH3:1][O:2][c:3]1[cH:4][cH:5][c:6](-[c:9]2[c:10]3[c:14]([cH:15][cH:16][cH:17]2)[NH:13][C:12](=[O:18])[CH2:11]3)[cH:7][cH:8]1.[CH3:44][CH2:45][OH:46].[n:19]1([CH2:24][CH2:25][NH:26][C:27](=[O:28])[c:29]2[c:30]([CH3:37])[nH:31][c:32]([CH:35]=[O:36])[c:33]2[CH3:34])[n:20][n:21][cH:22][cH:23]1>>[CH3:1][O:2][c:3]1[cH:4][cH:5][c:6](-[c:9]2[c:10]3[c:14]([cH:15][cH:16][cH:17]2)[NH:13][C:12](=[O:18])[C:11]3=[CH:35][c:32]2[nH:31][c:30]([CH3:37])[c:29]([C:27]([NH:26][CH2:25][CH2:24][n:19]3[n:20][n:21][cH:22][cH:23]3)=[O:28])[c:33]2[CH3:34])[cH:7][cH:8]1. The product is CCN1CCN(c2cccc(NC(=O)c3ccc(-c4c(C)cccc4C)c4nccnc34)c2)CC1. As a reaction SMILES: [CH2:1]([CH3:2])[N:3]1[CH2:4][CH2:5][N:6]([c:9]2[cH:10][c:11]([NH2:12])[cH:13][cH:14][cH:15]2)[CH2:7][CH2:8]1.[CH3:16][c:17]1[c:18](-[c:24]2[cH:25][cH:26][c:27]([C:34](=[O:35])[OH:36])[c:28]3[n:29][cH:30][cH:31][n:32][c:33]23)[c:19]([CH3:23])[cH:20][cH:21][cH:22]1.[CH3:37][c:38]1[cH:39][cH:40][cH:41][c:42]([CH3:43])[c:44]1[B:45]([OH:46])[OH:47].[cH:48]1[cH:49][cH:50][c:51]([P:52]([Pd:53]([P:54]([c:55]2[cH:56][cH:57][cH:58][cH:59][cH:60]2)([c:61]2[cH:62][cH:63][cH:64][cH:65][cH:66]2)[c:67]2[cH:68][cH:69][cH:70][cH:71][cH:72]2)([P:73]([c:74]2[cH:75][cH:76][cH:77][cH:78][cH:79]2)([c:80]2[cH:81][cH:82][cH:83][cH:84][cH:85]2)[c:86]2[cH:87][cH:88][cH:89][cH:90][cH:91]2)[P:92]([c:93]2[cH:94][cH:95][cH:96][cH:97][cH:98]2)([c:99]2[cH:100][cH:101][cH:102][cH:103][cH:104]2)[c:105]2[cH:106][cH:107][cH:108][cH:109][cH:110]2)([c:111]2[cH:112][cH:113][cH:114][cH:115][cH:116]2)[c:117]2[cH:118][cH:119][cH:120][cH:121][cH:122]2)[cH:123][cH:124]1>>[CH2:1]([CH3:2])[N:3]1[CH2:4][CH2:5][N:6]([c:9]2[cH:10][c:11]([NH:12][C:34]([c:27]3[cH:26][cH:25][c:24](-[c:18]4[c:17]([CH3:16])[cH:22][cH:21][cH:20][c:19]4[CH3:23])[c:33]4[c:28]3[n:29][cH:30][cH:31][n:32]4)=[O:35])[cH:13][cH:14][cH:15]2)[CH2:7][CH2:8]1. Starting materials: CCN1CCN(c2cccc(N)c2)CC1, Cc1cccc(C)c1-c1ccc(C(=O)O)c2nccnc12, Cc1cccc(C)c1B(O)O, c1ccc(P(c2ccccc2)(c2ccccc2)[Pd](P(c2ccccc2)(c2ccccc2)c2ccccc2)(P(c2ccccc2)(c2ccccc2)c2ccccc2)P(c2ccccc2)(c2ccccc2)c2ccccc2)cc1. The product is Brc1cnc(Nc2nc(CNc3ccccc3)cs2)c(Oc2ccccc2)c1. Reaction SMILES: [Br:14][c:15]1[cH:16][c:17]([O:29][c:30]2[cH:31][cH:32][cH:33][cH:34][cH:35]2)[c:18]([NH:21][c:22]2[s:23][cH:24][c:25]([CH2:27][Cl:28])[n:26]2)[n:19][cH:20]1.[C:8](=[O:9])([O-:10])[O-:11].[CH3:36][N:37]1[CH2:38][CH2:39][CH2:40][C:41]1=[O:42].[Cs+:12].[Cs+:13].[NH2:1][c:2]1[cH:3][cH:4][cH:5][cH:6][cH:7]1>>[NH:1]([c:2]1[cH:3][cH:4][cH:5][cH:6][cH:7]1)[CH2:27][c:25]1[cH:24][s:23][c:22]([NH:21][c:18]2[c:17]([O:29][c:30]3[cH:31][cH:32][cH:33][cH:34][cH:35]3)[cH:16][c:15]([Br:14])[cH:20][n:19]2)[n:26]1. Reactants: ClCc1csc(Nc2ncc(Br)cc2Oc2ccccc2)n1, O=C([O-])[O-], CN1CCCC1=O, [Cs+], [Cs+], Nc1ccccc1. Reactants: C(\C=C\CCCCCCC)(=O)O (trans-2-decenoic acid), C(CCC)NCCCC (dibutylamine). The product is C(CCC)N(C(\C=C\CCCCCCC)=O)CCCC ((E)-N,N-dibutyl dec-2-enamide). Reaction SMILES: [C:1]([OH:12])(=O)/[CH:2]=[CH:3]/[CH2:4][CH2:5][CH2:6][CH2:7][CH2:8][CH2:9][CH3:10].[CH2:13]([NH:17][CH2:18][CH2:19][CH2:20][CH3:21])[CH2:14][CH2:15][CH3:16]>>[CH2:13]([N:17]([CH2:18][CH2:19][CH2:20][CH3:21])[C:1](=[O:12])/[CH:2]=[CH:3]/[CH2:4][CH2:5][CH2:6][CH2:7][CH2:8][CH2:9][CH3:10])[CH2:14][CH2:15][CH3:16]. Procedure details: The same operation as in Example 1-1 or 1-2 was carried out using trans-2-decenoic acid and dibutylamine as starting materials to give the aimed compound. Reactants: [OH-].[Na+] (sodium hydroxide), ClCCCO (3-chloropropan-1-ol), CC1=NNC(=N1)S (3-methyl-5-mercapto-1,2,4-triazole). Run in O (water). Product: CC1=NNC(=N1)SCCCO (3-methyl-5-(3-hydroxypropylthio)-1,2,4-triazole). Reaction SMILES: [OH-].[Na+].Cl[CH2:4][CH2:5][CH2:6][OH:7].[CH3:8][C:9]1[N:13]=[C:12]([SH:14])[NH:11][N:10]=1>O>[CH3:8][C:9]1[N:13]=[C:12]([S:14][CH2:4][CH2:5][CH2:6][OH:7])[NH:11][N:10]=1 |f:0.1|. Procedure: To a solution of sodium hydroxide (0.4 g.) in water (5 ml.) was added 3-chloropropan-1-ol (0.83 ml.) and 3-methyl-5-mercapto-1,2,4-triazole (1.1 g.) and the mixture was heated at 100° for 1.5 hours. The solvent was evaporated and the residue was extracted twice with EtOAc/EtOH 50:50 v/v (20 ml.). The extracts were combined and evaporated to dryness. The residual solid was recrystallised from EtOAc to give 3-methyl-5-(3-hydroxypropylthio)-1,2,4-triazole (0.4 g.) which was used without further pur... Reactants: CSC(=CN(C)C)C(C1=CC(=CC=C1)C(F)(F)F)=O (1-methylmercapto-1-(3-trifluoromethylbenzoyl)-2-(N,N-dimethylamino)ethene), C(C)(=O)O.ClC1=CC=C(C(=N)N)C=C1 (4-chlorobenzamidine acetate), C[O-].[Na+] (sodium methoxide). Solvent: CO (methanol). The product is ClC1=CC=C(C=C1)C1=NC=C(C(=N1)C1=CC(=CC=C1)C(F)(F)F)SC (2-(4-chlorophenyl)-4-(3-trifluoromethylphenyl)-5-methylmercaptopyrimidine). Isolated yield 67.8%. RXN SMILES: [CH3:1][S:2][C:3]([C:8](=O)[C:9]1[CH:14]=[CH:13][CH:12]=[C:11]([C:15]([F:18])([F:17])[F:16])[CH:10]=1)=[CH:4]N(C)C.C(O)(=O)C.[Cl:24][C:25]1[CH:33]=[CH:32][C:28]([C:29]([NH2:31])=[NH:30])=[CH:27][CH:26]=1.C[O-].[Na+]>CO>[Cl:24][C:25]1[CH:33]=[CH:32][C:28]([C:29]2[N:31]=[C:8]([C:9]3[CH:14]=[CH:13][CH:12]=[C:11]([C:15]([F:17])([F:16])[F:18])[CH:10]=3)[C:3]([S:2][CH3:1])=[CH:4][N:30]=2)=[CH:27][CH:26]=1 |f:1.2,3.4|. Reported procedure: 2.8 g of 1-methylmercapto-1-(3-trifluoromethylbenzoyl)-2-(N,N-dimethylamino)ethene, 2.3 g of 4-chlorobenzamidine acetate and 650 mg of sodium methoxide were added to 200 ml of methanol and the resulting mixture was allowed to react under reflux for 5 hours. After completion of the reaction, the solvent was distilled away under reduced pressure. After adding water, the residue was extracted with ethyl acetate and subjected to column chromatography. Thus 2.5 g of 2-(4-chlorophenyl)-4-(3-trifluorom... Starting materials: C1(=CC=CC=C1)[C@@H]1NC(N[C@@H]1C1=CC=CC=C1)=S (cis-4,5-Diphenylimidazolidine-2-thione), FC1=C(CCl)C=CC=C1 (2-fluorobenzyl chloride). The solvent is CCO (EtOH). Product: Cl.FC1=C(CSC=2N[C@@H]([C@@H](N2)C2=CC=CC=C2)C2=CC=CC=C2)C=CC=C1 (2-[(2-Fluorobenzyl)thio]-cis-4,5-diphenyl-4,5-dihydro-1H-imidazole hydrochloride). The yield is 45.0%. As a reaction SMILES: [C:1]1([C@H:7]2[C@@H:11]([C:12]3[CH:17]=[CH:16][CH:15]=[CH:14][CH:13]=3)[NH:10][C:9](=[S:18])[NH:8]2)[CH:6]=[CH:5][CH:4]=[CH:3][CH:2]=1.[F:19][C:20]1[CH:27]=[CH:26][CH:25]=[CH:24][C:21]=1[CH2:22][Cl:23]>CCO>[ClH:23].[F:19][C:20]1[CH:27]=[CH:26][CH:25]=[CH:24][C:21]=1[CH2:22][S:18][C:9]1[NH:8][C@H:7]([C:1]2[CH:2]=[CH:3][CH:4]=[CH:5][CH:6]=2)[C@H:11]([C:12]2[CH:13]=[CH:14][CH:15]=[CH:16][CH:17]=2)[N:10]=1 |f:3.4|. Reported procedure: A mixture of intermediate 25 (200 mg, 0.786 mmol) and 2-fluorobenzyl chloride (0.187 mL, 1.57 mmol) in abs. EtOH (2 mL) is heated at 95° C. for 24 h. The reaction mixture is cooled to RT, evaporated to dryness, and the residue suspended in Et2O. The insoluble material is filtered to give 141 mg of the product 210. 1H NMR (DMSO-d6) δ 11.28 (s, 2 H), 7.80-7.65 (m, 1 H), 7.60-7.40 (m, 1 H), 7.40-7.20 (m, 2 H), 7.20-7.00 (m, 6 H), 7.00-6.80 (m, 4 H), 5.80 (s, 2 H), 4.85 (s, 2 H); MS: m/z 363 (M++1).